Dataset: the Open Reaction Database (ORD), a public repository of structured organic reaction records. Task: describe an organic reaction: reactants, conditions, products, and yield Starting materials: NC1=NN(C=C1C(=O)OCC)C (ethyl 3-amino-1-methylpyrazole-4-carboxylate), P(O)(O)(O)=O (phosphoric acid), N(=O)[O-].[Na+] (sodium nitrite), cupric sulfate, [Cl-].[Na+] (sodium chloride). Solvent: Cl (hydrochloric acid), O (water), O (water), O (water). Run at temperature 0 celsius. Product: ClC1=NN(C=C1C(=O)OCC)C (Ethyl 3-Chloro-1-methylpyrazole-4-carboxylate). Isolated yield 49.2%. RXN SMILES: N[C:2]1[C:6]([C:7]([O:9][CH2:10][CH3:11])=[O:8])=[CH:5][N:4]([CH3:12])[N:3]=1.P(=O)(O)(O)O.N([O-])=O.[Na+].[Cl-:22].[Na+]>Cl.O>[Cl:22][C:2]1[C:6]([C:7]([O:9][CH2:10][CH3:11])=[O:8])=[CH:5][N:4]([CH3:12])[N:3]=1 |f:2.3,4.5|. Reported procedure: A solution of 41.4 g (267 mmol) of ethyl 3-amino-1-methylpyrazole-4-carboxylate in a mixture of 150 mL of concentrated hydrochloric acid, 50 mL of 85 percent phosphoric acid, and 100 mL of water was prepared and cooled to about 0° C. A solution of 18.6 g (270 mmol) of sodium nitrite in 50 mL of water was added to this dropwise with cooling and stirring. After a short time the reaction mixture was added dropwise with stirring at ambient temperature to a solution of 46.5 g (484 mmol) of cupric sul... Reactants: CCOC(=O)CCCCCBr, CS(C)=O, COc1ccc2c(Nc3c(Cl)cncc3Cl)cc(=O)[nH]c2c1O, [H-], [Na+]. The product is CCOC(=O)CCCCCOc1c(OC)ccc2c(Nc3c(Cl)cncc3Cl)cc(=O)[nH]c12. RXN SMILES: [Br:26][CH2:27][CH2:28][CH2:29][CH2:30][CH2:31][C:32](=[O:33])[O:34][CH2:35][CH3:36].[CH3:37][S:38]([CH3:39])=[O:40].[Cl:3][c:4]1[cH:5][n:6][cH:7][c:8]([Cl:25])[c:9]1[NH:10][c:11]1[cH:12][c:13](=[O:24])[nH:14][c:15]2[c:16]([OH:23])[c:17]([O:21][CH3:22])[cH:18][cH:19][c:20]12.[H-:1].[Na+:2]>>[Cl:3][c:4]1[cH:5][n:6][cH:7][c:8]([Cl:25])[c:9]1[NH:10][c:11]1[cH:12][c:13](=[O:24])[nH:14][c:15]2[c:16]([O:23][CH2:27][CH2:28][CH2:29][CH2:30][CH2:31][C:32](=[O:33])[O:34][CH2:35][CH3:36])[c:17]([O:21][CH3:22])[cH:18][cH:19][c:20]12. Reaction SMILES: [F:1][C:2]1[CH:10]=[CH:9][C:8]([F:11])=[CH:7][C:3]=1[C:4](Cl)=[O:5].[CH2:12]([NH:19][C:20]([C:22]1[S:26][C:25]([NH2:27])=[N:24][C:23]=1[CH3:28])=[O:21])[C:13]1[CH:18]=[CH:17][CH:16]=[CH:15][CH:14]=1>>[CH2:12]([NH:19][C:20]([C:22]1[S:26][C:25]([NH:27][C:4](=[O:5])[C:3]2[CH:7]=[C:8]([F:11])[CH:9]=[CH:10][C:2]=2[F:1])=[N:24][C:23]=1[CH3:28])=[O:21])[C:13]1[CH:18]=[CH:17][CH:16]=[CH:15][CH:14]=1. Product: C(C1=CC=CC=C1)NC(=O)C1=C(N=C(S1)NC(C1=C(C=CC(=C1)F)F)=O)C (2-(2,5-Difluorobenzoylamino)-4-methylthiazole-5-carboxylic Acid Benzylamide). The yield is 86.0%. The reactants are FC1=C(C(=O)Cl)C=C(C=C1)F (2,5-difluorobenzoyl chloride), C(C1=CC=CC=C1)NC(=O)C1=C(N=C(S1)N)C (2-amino-4-methylthiazole-5-carboxylic acid benzylamide). Procedure details: Following the procedure as described in Example 2, making variations only as required to use 2,5-difluorobenzoyl chloride in place of benzoyl chloride to react with 2-amino-4-methylthiazole-5-carboxylic acid benzylamide, the title compound was obtained as a white solid in 86% yield; 1H NMR (DMSO-d6, 300 MHz) δ 8.63 (t, J=5.8 Hz, 1H), 7.60-7.17 (m, 8H), 4.36 (d, J=5.8 Hz, 2H), 2.51 (s, 3H); MS (ES+) m/z 388.2 (M+1). The reactants are FC(C1=CC=C(C[C@@H]2N(C(CC2)=O)C(=O)OC(C)(C)C)C=C1)(F)F ((R)-tert-Butyl 2-(4-(trifluoromethyl)benzyl)-5-oxopyrrolidine-1-carboxylate), CC(=O)C (acetone). Run in [OH-].[Na+] (sodium hydroxide). Run at time 30 minute. Yields the product C(C)(C)(C)OC(=O)N[C@H](CCC(=O)O)CC1=CC=C(C=C1)C(F)(F)F ((4R)-4-((tert-Butoxycarbonyl)amino)-5-(4-(trifluoromethyl)phenyl)pentanoic acid). Isolated yield 93.0%. Reaction SMILES: [F:1][C:2]([F:24])([F:23])[C:3]1[CH:22]=[CH:21][C:6]([CH2:7][C@H:8]2[CH2:12][CH2:11][C:10](=[O:13])[N:9]2[C:14]([O:16][C:17]([CH3:20])([CH3:19])[CH3:18])=[O:15])=[CH:5][CH:4]=1.CC(C)=[O:27]>[OH-].[Na+]>[C:17]([O:16][C:14]([NH:9][C@@H:8]([CH2:7][C:6]1[CH:5]=[CH:4][C:3]([C:2]([F:24])([F:23])[F:1])=[CH:22][CH:21]=1)[CH2:12][CH2:11][C:10]([OH:13])=[O:27])=[O:15])([CH3:20])([CH3:19])[CH3:18] |f:2.3|. Reported procedure: (R)-tert-Butyl 2-(4-(trifluoromethyl)benzyl)-5-oxopyrrolidine-1-carboxylate (4.0 g, 12 mmol) was dissolved in 25 mL acetone and 40 mL of 1.0 M aqueous sodium hydroxide. The resulting mixture was stirred for 30 minutes. The acetone was removed and the mixture was acidified with 5.0 M HCl. The resulting solid was filtered and washed with water twice. The crude product was recrystallized from hexane/EtOAc solvent (10:1 ratio, total volume hexane: 100 mL). After the solution was cooled, the crystals... Reactants: Cc1cc2ccccc2[nH]1, [Na+], O=[N+]([O-])[O-], O=S(=O)(O)O. The product is Cc1cc2cc([N+](=O)[O-])ccc2[nH]1. RXN SMILES: [CH3:6][c:7]1[nH:8][c:9]2[cH:10][cH:11][cH:12][cH:13][c:14]2[cH:15]1.[Na+:1].[O-:2][N+:3]([O-:4])=[O:5].[S:16](=[O:17])(=[O:18])([OH:19])[OH:20]>>[O-:2][N+:3](=[O:5])[c:12]1[cH:11][cH:10][c:9]2[nH:8][c:7]([CH3:6])[cH:15][c:14]2[cH:13]1.